Task: describe an organic reaction: reactants, conditions, products, and yield. Dataset: the Open Reaction Database (ORD), a public repository of structured organic reaction records RXN SMILES: [CH:1]12[CH2:9][CH:5]([CH2:6][NH:7][CH2:8]1)[CH2:4][N:3]([C:10]([O:12][C:13]([CH2:16][CH3:17])([CH3:15])[CH3:14])=[O:11])[CH2:2]2.[O:18]1[CH2:20][CH:19]1[CH2:21][O:22][C:23]1[CH:30]=[CH:29][C:26]([C:27]#[N:28])=[CH:25][CH:24]=1>CC(O)C.O>[C:27]([C:26]1[CH:29]=[CH:30][C:23]([O:22][CH2:21][CH:19]([OH:18])[CH2:20][N:7]2[CH2:8][CH:1]3[CH2:9][CH:5]([CH2:4][N:3]([C:10]([O:12][C:13]([CH2:16][CH3:17])([CH3:14])[CH3:15])=[O:11])[CH2:2]3)[CH2:6]2)=[CH:24][CH:25]=1)#[N:28] |f:2.3|. Isolated yield 83.9%. Solvent: CC(C)O.O (IPA H2O). Reaction conditions: temperature 60 celsius, time 3 hour. Procedure details: tert-Pentyl 3,7-diazabicyclo[3.3.1]nonane-3-carboxylate (1.0 g; 4.16 mmol; from step (b) above) was dissolved in IPA:H2O (9:1; 4 mL) and 4-(2-oxiranylmethoxy)benzonitrile (1.46 g; 8.32 mmol; see Example A above) was added to the resultant solution. The reaction mixture was stirred at 60° C. for 3 h, concentrated and the residue subjected to column chromatography (DCM:MeOH; gradient 1:0 to 68:32) giving the title compound (1.45 g). The product is C(#N)C1=CC=C(OCC(CN2CC3CN(CC(C2)C3)C(=O)OC(C)(C)CC)O)C=C1 (tert-Pentyl 7-[3-(4-cyanophenoxy)-2-hydroxypropyl]-3,7-diazabicyclo-[3.3.1]nonane-3-carboxylate). Starting materials: O1C(C1)COC1=CC=C(C#N)C=C1 (4-(2-Oxiranylmethoxy)benzonitrile), resultant solution, C12CN(CC(CNC1)C2)C(=O)OC(C)(C)CC (tert-Pentyl 3,7-diazabicyclo[3.3.1]nonane-3-carboxylate). Starting materials: FC1=C(C=C(C=C1)B(O)O)C1=NC=C(C=C1F)F (4-Fluoro-3-(3,5-difluoropyridin-2-yl)phenylboronic acid), BrC1=CN=C2N1C=CC(=N2)C(C)(C)O (2-(3-bromoimidazo[1,2-α]pyrimidin-7-yl)propan-2-ol). Product: FC=1C(=NC=C(C1)F)C=1C=C(C=CC1F)C1=CN=C2N1C=CC(=N2)C(C)(C)O (2-[3-(3-(3,5-difluoropyridin-2-yl)-4-fluorophenyl)imidazo[1,2-α]pyrimidin-7-yl]propan-2-ol). As a reaction SMILES: [F:1][C:2]1[CH:7]=[CH:6][C:5](B(O)O)=[CH:4][C:3]=1[C:11]1[C:16]([F:17])=[CH:15][C:14]([F:18])=[CH:13][N:12]=1.Br[C:20]1[N:24]2[CH:25]=[CH:26][C:27]([C:29]([OH:32])([CH3:31])[CH3:30])=[N:28][C:23]2=[N:22][CH:21]=1>>[F:17][C:16]1[C:11]([C:3]2[CH:4]=[C:5]([C:20]3[N:24]4[CH:25]=[CH:26][C:27]([C:29]([OH:32])([CH3:30])[CH3:31])=[N:28][C:23]4=[N:22][CH:21]=3)[CH:6]=[CH:7][C:2]=2[F:1])=[N:12][CH:13]=[C:14]([F:18])[CH:15]=1. Reported procedure: 4-Fluoro-3-(3,5-difluoropyridin-2-yl)phenylboronic acid was coupled with 2-(3-bromoimidazo[1,2-α]pyrimidin-7-yl)propan-2-ol by the method of Example 78. Purification by chromatography on silica gel eluting with dichloromethane containing 4% methanol and crystallisation from toluene/isohexane gave 2-[3-(3-(3,5-difluoropyridin-2-yl)-4-fluorophenyl)imidazo[1,2-α]pyrimidin-7-yl]propan-2-ol: δH (400 MHz, DMSO) 8.96 (1H, d, J 7), 8.72 (1H, d, J 2), 8.17 (1H, dd, J 2 and 1), 7.93 (1H, s), 7.85-7.91 (2H... Starting materials: CCOC(=O)c1c(C)n(C2CC2)c2cc(Br)c(O)cc12, CI, [H-], [Na+], CN(C)C=O, O. Product: CCOC(=O)c1c(C)n(C2CC2)c2cc(Br)c(OC)cc12. As a reaction SMILES: [CH2:3]([CH3:4])[O:5][C:6](=[O:7])[c:8]1[c:9]([CH3:22])[n:10]([CH:19]2[CH2:20][CH2:21]2)[c:11]2[cH:12][c:13]([Br:18])[c:14]([OH:17])[cH:15][c:16]12.[CH3:23][I:24].[H-:1].[Na+:2].[O:25]=[CH:26][N:27]([CH3:28])[CH3:29].[OH2:30]>>[CH2:3]([CH3:4])[O:5][C:6](=[O:7])[c:8]1[c:9]([CH3:22])[n:10]([CH:19]2[CH2:20][CH2:21]2)[c:11]2[cH:12][c:13]([Br:18])[c:14]([O:17][CH3:23])[cH:15][c:16]12. Starting materials: CC(=O)O, N#CO[K], Nc1ccccc1, O. Product: NC(=O)Nc1ccccc1. As a reaction SMILES: [CH3:12][C:13](=[O:14])[OH:15].[K:8][O:9][C:10]#[N:11].[NH2:1][c:2]1[cH:3][cH:4][cH:5][cH:6][cH:7]1.[OH2:16]>>[NH:1]([c:2]1[cH:3][cH:4][cH:5][cH:6][cH:7]1)[C:10](=[O:9])[NH2:11]. Starting materials: CCOC(C)=O, CCOC(=O)C1C(=C(C)C)CCC1C, O. Product: CCOC(=O)C1C(=O)CCC1C. Reaction SMILES: [CH3:16][CH2:17][O:18][C:19](=[O:20])[CH3:21].[CH3:1][CH:2]1[CH:3]([C:10](=[O:11])[O:12][CH2:13][CH3:14])[C:4](=[C:7]([CH3:8])[CH3:9])[CH2:5][CH2:6]1.[O:15]>>[CH3:1][CH:2]1[CH:3]([C:10](=[O:11])[O:12][CH2:13][CH3:14])[C:4](=[O:18])[CH2:5][CH2:6]1. Reactants: C1(=CC=CC=C1)P(C1=CC=CC=C1)C1=CC=CC=C1 (triphenylphosphine), CCOC(=O)/N=N/C(=O)OCC (DEAD), CN(CCCCOC1=CC=C(C=C1)NS(=O)(=O)C1=CC=C(C=C1)C(F)(F)F)C (N-[4-(4-Dimethylamino-butoxy)-phenyl]-4-trifluoromethyl-benzenesulfonamide), CO (methanol). Solvent: C1CCOC1 (THF), C1CCOC1 (THF), C1CCOC1 (THF). The product is CN(CCCCOC1=CC=C(C=C1)N(S(=O)(=O)C1=CC=C(C=C1)C(F)(F)F)C)C (N-[4-(4-Dimethylamino-butoxy)-phenyl]-N-methyl-4-trifluoromethyl-benzenesulfonamide). The yield is 74.3%. RXN SMILES: [C:1]1(P(C2C=CC=CC=2)C2C=CC=CC=2)C=CC=CC=1.CCOC(/N=N/C(OCC)=O)=O.CO.[CH3:34][N:35]([CH3:61])[CH2:36][CH2:37][CH2:38][CH2:39][O:40][C:41]1[CH:46]=[CH:45][C:44]([NH:47][S:48]([C:51]2[CH:56]=[CH:55][C:54]([C:57]([F:60])([F:59])[F:58])=[CH:53][CH:52]=2)(=[O:50])=[O:49])=[CH:43][CH:42]=1>C1COCC1>[CH3:61][N:35]([CH3:34])[CH2:36][CH2:37][CH2:38][CH2:39][O:40][C:41]1[CH:42]=[CH:43][C:44]([N:47]([CH3:1])[S:48]([C:51]2[CH:52]=[CH:53][C:54]([C:57]([F:59])([F:60])[F:58])=[CH:55][CH:56]=2)(=[O:50])=[O:49])=[CH:45][CH:46]=1. Procedure: A solution of 98 mg (0.375 mmol) triphenylphosphine in 0.5 ml THF was treated at 0° C. with 0.06 ml (0.375 mmol) DEAD, then with 0.012 ml (0.3 mmol) methanol in 0.33 ml THF and finally with 104 mg (0.25 mmol) of N-[4-(4-Dimethylamino-butoxy)-phenyl]-4-trifluoromethyl-benzenesulfonamide in 0.3 ml THF. The reaction mixture was stirred over night at RT, evaporated and extracted with aqueous saturated NaHCO3/Et2O (3×). The organic phases were dried over Na2SO4 evaporated and purified by flash column...